Dataset: the Open Reaction Database (ORD), a public repository of structured organic reaction records. Task: describe an organic reaction: reactants, conditions, products, and yield The reactants are CC(CO)(C)NC1=C(C=CC=C1)[N+](=O)[O-] (2-(1,1-dimethyl-2-hydroxyethyl)aminonitrobenzene). Reagents/catalysts: [Pd] (Pd/C). The solvent is C(C)O (ethanol). The product is CC(CO)(C)NC1=C(N)C=CC=C1 (2-(1,1-dimethyl-2-hydroxyethyl)aminoaniline). Yield: 98.0%. Reaction SMILES: [CH3:1][C:2]([NH:6][C:7]1[CH:12]=[CH:11][CH:10]=[CH:9][C:8]=1[N+:13]([O-])=O)([CH3:5])[CH2:3][OH:4]>C(O)C.[Pd]>[CH3:5][C:2]([NH:6][C:7]1[CH:12]=[CH:11][CH:10]=[CH:9][C:8]=1[NH2:13])([CH3:1])[CH2:3][OH:4]. Procedure details: 2-(1,1-dimethyl-2-hydroxyethyl)aminonitrobenzene (10 g) in ethanol (200 ml) was hydrogenated at 50p.s.i. (345 kPa) over 5% Pd/C (0.5 g) for 2 hours. The catalyst was filtered off and the solvent removed under reduced pressure yielding the title compound as a yellow foam 8.4 g (98%).